Dataset: the Open Reaction Database (ORD), a public repository of structured organic reaction records. Task: describe an organic reaction: reactants, conditions, products, and yield Reactants: C1CCN2CCC(CC12)C1=CNC2=CC=NC=C12 (3-(octahydro-7-indolizinyl)-1-H-5-azaindole), C1=C(C=CC2=CC=CC=C12)S(=O)(=O)Cl (2-naphthalenesulfonyl chloride), C[Si](C)(C)[N-][Si](C)(C)C.[Na+] (NaN(TMS)2). Run in C1CCOC1 (THF). Yields the product C1CCN2CCC(CC12)C1=CN(C2=CC=NC=C12)S(=O)(=O)C1=CC2=CC=CC=C2C=C1 (3-(Octahydro-7-indolizinyl)-1-(2-naphthalenesulfonyl)-5-azaindole). RXN SMILES: [CH2:1]1[CH:9]2[N:4]([CH2:5][CH2:6][CH:7]([C:10]3[C:18]4[C:13](=[CH:14][CH:15]=[N:16][CH:17]=4)[NH:12][CH:11]=3)[CH2:8]2)[CH2:3][CH2:2]1.[CH:19]1[C:28]2[C:23](=[CH:24][CH:25]=[CH:26][CH:27]=2)[CH:22]=[CH:21][C:20]=1[S:29](Cl)(=[O:31])=[O:30].C[Si]([N-][Si](C)(C)C)(C)C.[Na+]>C1COCC1>[CH2:1]1[CH:9]2[N:4]([CH2:5][CH2:6][CH:7]([C:10]3[C:18]4[C:13](=[CH:14][CH:15]=[N:16][CH:17]=4)[N:12]([S:29]([C:20]4[CH:21]=[CH:22][C:23]5[C:28](=[CH:27][CH:26]=[CH:25][CH:24]=5)[CH:19]=4)(=[O:31])=[O:30])[CH:11]=3)[CH2:8]2)[CH2:3][CH2:2]1 |f:2.3|. Procedure: from 3-(octahydro-7-indolizinyl)-1-H-5-azaindole (10 mg, 0.0415 mmol), 2-naphthalenesulfonyl chloride (17.2 mg, 0.0828 mmol) and 1M NaN(TMS)2 (100 μL, 0.10 mmol) in THF (0.5 mL) at RT. Starting materials: Br, C1COCCO1, Nc1ccc(F)c(-c2cccnc2)c1, O=N[O-], [NH4+], [Na+], [OH-], O. The product is Fc1ccc(Br)cc1-c1cccnc1. Reaction SMILES: [BrH:21].[CH2:22]1[O:23][CH2:24][CH2:25][O:26][CH2:27]1.[F:1][c:2]1[c:3](-[c:9]2[cH:10][n:11][cH:12][cH:13][cH:14]2)[cH:4][c:5]([NH2:8])[cH:6][cH:7]1.[N:15]([O-:16])=[O:17].[NH4+:19].[Na+:18].[OH-:20].[OH2:28]>>[F:1][c:2]1[c:3](-[c:9]2[cH:10][n:11][cH:12][cH:13][cH:14]2)[cH:4][c:5]([Br:21])[cH:6][cH:7]1. Starting materials: N1(CCOCC1)CCC1=CC=CC(=N1)CO ([6-(2-Morpholin-4-ylethyl)pyridin-2-yl]methanol), C(C)(C)N(CC)C(C)C (diisopropylethylamine), CS(=O)(=O)Cl (methanesulfonyl chloride). Run in ClCCl (dichloromethane). Conditions: time 8 hour. The product is ClCC1=CC=CC(=N1)CCN1CCOCC1 (4-[2-(6-chloromethylpyridin-2-yl)ethyl]morpholine). Reaction SMILES: [N:1]1([CH2:7][CH2:8][C:9]2[N:14]=[C:13]([CH2:15]O)[CH:12]=[CH:11][CH:10]=2)[CH2:6][CH2:5][O:4][CH2:3][CH2:2]1.C(N(C(C)C)CC)(C)C.CS([Cl:30])(=O)=O>ClCCl>[Cl:30][CH2:15][C:13]1[N:14]=[C:9]([CH2:8][CH2:7][N:1]2[CH2:6][CH2:5][O:4][CH2:3][CH2:2]2)[CH:10]=[CH:11][CH:12]=1. Reported procedure: [6-(2-Morpholin-4-ylethyl)pyridin-2-yl]methanol (122 mg) and diisopropylethylamine (104 mg) were dissolved in 2.5 mL of dichloromethane, and 47 μL of methanesulfonyl chloride was added dropwise to the solution at ice temperature, and then the mixture was stirred at room temperature overnight. After removing the solvent from the reaction mixture under reduced pressure, the residue was purified by chromatography on silica gel (chloroform-methanol-aqueous ammonia=300:10:1) to give 80 mg of 4-[2-(6-...